From a dataset of the Open Reaction Database (ORD), a public repository of structured organic reaction records. describe an organic reaction: reactants, conditions, products, and yield Reactants: O=C([O-])O, CC(=O)c1ccoc1, O=CC(=O)O, Cl, [Na+], O. The product is O=C(O)C=CC(=O)c1ccoc1. Reaction SMILES: [C:14](=[O:15])([OH:16])[O-:17].[C:1]([CH3:2])(=[O:3])[c:4]1[cH:5][o:6][cH:7][cH:8]1.[C:9]([CH:10]=[O:11])(=[O:12])[OH:13].[ClH:19].[Na+:18].[OH2:20]>>[C:1]([CH:2]=[CH:10][C:9](=[O:12])[OH:13])(=[O:3])[c:4]1[cH:5][o:6][cH:7][cH:8]1. Starting materials: C(C)OC(=O)C1=CC=C2C(=NC=NN21)Cl (4-chloro-pyrrolo[2,1-f][1,2,4]triazine-7-carboxylic acid ethyl ester), C(C)(=O)[O-].[Na+] (sodium acetate). The reagents and catalysts are [OH-].[OH-].[Pd+2] (palladium hydroxide on carbon). Run in C(C)(=O)OCC (ethyl acetate), C(C)(C)O (isopropanol). Conditions: time 8 hour. The product is C(C)OC(=O)C1=CC=C2C=NC=NN21 (pyrrolo[2,1-f][1,2,4]triazine-7-carboxylic acid ethyl ester). Yield: 44.3%. RXN SMILES: [CH2:1]([O:3][C:4]([C:6]1[N:14]2[C:9]([C:10](Cl)=[N:11][CH:12]=[N:13]2)=[CH:8][CH:7]=1)=[O:5])[CH3:2].C([O-])(=O)C.[Na+]>C(OCC)(=O)C.C(O)(C)C.[OH-].[OH-].[Pd+2]>[CH2:1]([O:3][C:4]([C:6]1[N:14]2[C:9]([CH:10]=[N:11][CH:12]=[N:13]2)=[CH:8][CH:7]=1)=[O:5])[CH3:2] |f:1.2,5.6.7|. Procedure details: A mixture of 4-chloro-pyrrolo[2,1-f][1,2,4]triazine-7-carboxylic acid ethyl ester (120 mg), palladium hydroxide on carbon (20%, 40 mg) and sodium acetate (600 mg) in a mixture of ethyl acetate and isopropanol (5/1, 12 mL) was stirred at room temperature under hydrogen atmosphere (balloon pressure) overnight. The resulting mixture was filtered and a CELITE™ pad, the filtrate was evaporated under reduced pressure. The crude residue was purified by flash chromatography to give 45 mg of pyrrolo[2,1-... Reactants: C(C)(C)(C)OC(=O)N1[C@](CCC1)(C(=O)O)CC1=CC(=CC=C1)F ((2S)-2-(3-fluoro-benzyl)-pyrrolidine-1,2-dicarboxylic acid 1-tert-butyl ester), Cl.C1(CCC1)N1CCNCCC1 (1-cyclobutyl-[1,4]diazepane hydrochloride), C=1C=CC2=C(C1)N=NN2O (HOBt), C(CCl)Cl (EDC), CN1CCOCC1 (N-methylmorpholine). The solvent is C(Cl)Cl (CH2Cl2), C(Cl)Cl (CH2Cl2). Conditions: time 18 hour. The product is C(C)(C)(C)OC(=O)N1[C@@](CCC1)(CC1=CC(=CC=C1)F)C(=O)N1CCN(CCC1)C1CCC1 ((2S)-2-(4-Cyclobutyl-[1,4]diazepane-1-carbonyl)-2-(3-fluoro-benzyl)-pyrrolidine-1-carboxylic acid tert-butyl ester). Isolated yield 34.1%. RXN SMILES: [C:1]([O:5][C:6]([N:8]1[CH2:12][CH2:11][CH2:10][C@:9]1([CH2:16][C:17]1[CH:22]=[CH:21][CH:20]=[C:19]([F:23])[CH:18]=1)[C:13]([OH:15])=O)=[O:7])([CH3:4])([CH3:3])[CH3:2].Cl.[CH:25]1([N:29]2[CH2:35][CH2:34][CH2:33][NH:32][CH2:31][CH2:30]2)[CH2:28][CH2:27][CH2:26]1.C1C=CC2N(O)N=NC=2C=1.C(Cl)CCl.CN1CCOCC1>C(Cl)Cl>[C:1]([O:5][C:6]([N:8]1[CH2:12][CH2:11][CH2:10][C@@:9]1([C:13]([N:32]1[CH2:33][CH2:34][CH2:35][N:29]([CH:25]2[CH2:26][CH2:27][CH2:28]2)[CH2:30][CH2:31]1)=[O:15])[CH2:16][C:17]1[CH:22]=[CH:21][CH:20]=[C:19]([F:23])[CH:18]=1)=[O:7])([CH3:3])([CH3:2])[CH3:4] |f:1.2|. Procedure: A mixture of (2S)-2-(3-fluoro-benzyl)-pyrrolidine-1,2-dicarboxylic acid 1-tert-butyl ester (97.0 mg, 0.3 mmol), 1-cyclobutyl-[1,4]diazepane hydrochloride (75.0 mg, 0.3 mmol), HOBt (49.0 mg, 0.36 mmol), EDC (69.2 mg, 0.36 mmol) and N-methylmorpholine (98.0 mg, 0.96 mmol) in CH2Cl2 (10 mL) was stirred at rt for 18 h. The reaction mixture was diluted with CH2Cl2, washed successively with 1 N NaOH and water, dried, and concentrated. The residue (210 mg) was purified by FCC to provide the title compo... The product is N\C(=C\1/C(C2=C(S1)C=CC=C2)=O)\C2=CC(=CC=C2)C ((E)-2-[(Amino)(3-methyl-phenyl)methylene]-benzo[b]thiophen-3(2H)-one). Yield: 36.0%. Reaction SMILES: [CH3:1][C:2]1[CH:3]=[C:4]([CH:17]=[CH:18][CH:19]=1)[C:5]([C:7]1[S:11][C:10]2[CH:12]=[CH:13][CH:14]=[CH:15][C:9]=2[C:8]=1[OH:16])=O.P(Cl)(Cl)(Cl)(Cl)Cl.[NH3:26]>>[NH2:26]/[C:5](/[C:4]1[CH:17]=[CH:18][CH:19]=[C:2]([CH3:1])[CH:3]=1)=[C:7]1\[C:8](=[O:16])[C:9]2[CH:15]=[CH:14][CH:13]=[CH:12][C:10]=2[S:11]\1. Reactants: CC=1C=C(C(=O)C2=C(C3=C(S2)C=CC=C3)O)C=CC1 (2-(3-methylbenzoyl)-benzo[b]-thiophen-3-ol), P(Cl)(Cl)(Cl)(Cl)Cl (phosphorus(V) chloride), N (ammonia), ethyl acetate petroleum ether. Procedure: Prepared as in Example 1 from 2-(3-methylbenzoyl)-benzo[b]-thiophen-3-ol, phosphorus(V) chloride and concentrated ammonia with a yield of 36% of theory. M.p. 114°-115° C. (ethyl acetate/petroleum ether 1:1) The reactants are C(OC(Cl)(Cl)Cl)(OC(Cl)(Cl)Cl)=O (bis(trichloromethyl) carbonate), Cl.NC1CCN(CC1)C(CF)=O (1-(4-amino-piperidin-1-yl)-2-fluoro-ethanone hydrochloride), [C@H]1(CCC2=CC=CC=C12)NC1=NC2=CC=C(C=C2C=C1)N ((R)—N2-indan-1-yl-quinoline-2,6-diamine). The product is FCC(=O)N1CCC(CC1)NC(=O)NC=1C=C2C=CC(=NC2=CC1)N[C@@H]1CCC2=CC=CC=C12 (1-[1-(2-Fluoro-acetyl)-piperidin-4-yl]-3-[2-((R)-indan-1-ylamino)-quinolin-6-yl]-urea). As a reaction SMILES: [C:1](=[O:12])(OC(Cl)(Cl)Cl)OC(Cl)(Cl)Cl.Cl.[NH2:14][CH:15]1[CH2:20][CH2:19][N:18]([C:21](=[O:24])[CH2:22][F:23])[CH2:17][CH2:16]1.[C@H:25]1([NH:34][C:35]2[CH:44]=[CH:43][C:42]3[C:37](=[CH:38][CH:39]=[C:40]([NH2:45])[CH:41]=3)[N:36]=2)[C:33]2[C:28](=[CH:29][CH:30]=[CH:31][CH:32]=2)[CH2:27][CH2:26]1>>[F:23][CH2:22][C:21]([N:18]1[CH2:17][CH2:16][CH:15]([NH:14][C:1]([NH:45][C:40]2[CH:41]=[C:42]3[C:37](=[CH:38][CH:39]=2)[N:36]=[C:35]([NH:34][C@H:25]2[C:33]4[C:28](=[CH:29][CH:30]=[CH:31][CH:32]=4)[CH2:27][CH2:26]2)[CH:44]=[CH:43]3)=[O:12])[CH2:20][CH2:19]1)=[O:24] |f:1.2|. Reported procedure: The title compound was prepared in accordance with the general method 4 described in example 16 from bis(trichloromethyl) carbonate, 1-(4-amino-piperidin-1-yl)-2-fluoro-ethanone hydrochloride and (R)—N2-indan-1-yl-quinoline-2,6-diamine; MS: m/e=462.6 (M+H+). The reactants are O=C([O-])[O-], CS(C)=O, BrC1CCCCC1, [K+], [K+], C1COCCOCCOCCOCCOCCO1, O, O=C1c2ccccc2C(=O)N1O. Product: O=C1c2ccccc2C(=O)N1OC1CCCCC1. RXN SMILES: [C:1](=[O:2])([O-:3])[O-:4].[CH3:44][S:45](=[O:46])[CH3:47].[CH:37]1([Br:43])[CH2:38][CH2:39][CH2:40][CH2:41][CH2:42]1.[K+:5].[K+:6].[O:19]1[CH2:20][CH2:21][O:22][CH2:23][CH2:24][O:25][CH2:26][CH2:27][O:28][CH2:29][CH2:30][O:31][CH2:32][CH2:33][O:34][CH2:35][CH2:36]1.[OH2:48].[OH:7][N:8]1[C:9](=[O:18])[c:10]2[c:11]([cH:14][cH:15][cH:16][cH:17]2)[C:12]1=[O:13]>>[O:7]([N:8]1[C:9](=[O:18])[c:10]2[c:11]([cH:14][cH:15][cH:16][cH:17]2)[C:12]1=[O:13])[CH:37]1[CH2:38][CH2:39][CH2:40][CH2:41][CH2:42]1. Starting materials: OC(CC(=O)OC(C)(C)C)CCCCCCCCCCC (tert-Butyl 3-hydroxytetradecanoate), acid chloride, C(CCCCCCCCCCC)(=O)O (dodecanoic acid). Yields the product C(CCCCCCCCCCC)(=O)OC(CC(=O)OC(C)(C)C)CCCCCCCCCCC (tert-butyl 3-dodecanoyloxytetradecanoate). The yield is 89.2%. Reaction SMILES: [OH:1][CH:2]([CH2:11][CH2:12][CH2:13][CH2:14][CH2:15][CH2:16][CH2:17][CH2:18][CH2:19][CH2:20][CH3:21])[CH2:3][C:4]([O:6][C:7]([CH3:10])([CH3:9])[CH3:8])=[O:5].[C:22](O)(=[O:34])[CH2:23][CH2:24][CH2:25][CH2:26][CH2:27][CH2:28][CH2:29][CH2:30][CH2:31][CH2:32][CH3:33]>>[C:22]([O:1][CH:2]([CH2:11][CH2:12][CH2:13][CH2:14][CH2:15][CH2:16][CH2:17][CH2:18][CH2:19][CH2:20][CH3:21])[CH2:3][C:4]([O:6][C:7]([CH3:8])([CH3:9])[CH3:10])=[O:5])(=[O:34])[CH2:23][CH2:24][CH2:25][CH2:26][CH2:27][CH2:28][CH2:29][CH2:30][CH2:31][CH2:32][CH3:33]. Reported procedure: tert-Butyl 3-hydroxytetradecanoate (314 mg) was acylated by the acid chloride derived from dodecanoic acid (1 g) according to similar manner to that of Preparation 1-(2) to afford tert-butyl 3-dodecanoyloxytetradecanoate (450 mg). Reactants: ClCCCl, CN, O=C(O)c1cccc([N+](=O)[O-])c1. Yields the product CNC(=O)c1cccc([N+](=O)[O-])c1. RXN SMILES: [CH2:15]([Cl:16])[CH2:17][Cl:18].[CH3:13][NH2:14].[N+:1](=[O:2])([O-:3])[c:4]1[cH:5][c:6]([C:7](=[O:8])[OH:9])[cH:10][cH:11][cH:12]1>>[N+:1](=[O:2])([O-:3])[c:4]1[cH:5][c:6]([C:7](=[O:8])[NH:14][CH3:13])[cH:10][cH:11][cH:12]1. The reactants are C1CCOC1, Oc1ccc(F)cc1, CC(C)OC(=O)N=NC(=O)OC(C)C, c1ccc(P(c2ccccc2)c2ccccc2)cc1, OC(CCN1CCN(c2ccccc2)CC1)c1ccccc1. Yields the product Fc1ccc(OC(CCN2CCN(c3ccccc3)CC2)c2ccccc2)cc1. RXN SMILES: [CH2:64]1[O:65][CH2:66][CH2:67][CH2:68]1.[F:1][c:2]1[cH:3][cH:4][c:5]([OH:8])[cH:6][cH:7]1.[O:50]=[C:51]([O:52][CH:53]([CH3:54])[CH3:55])[N:56]=[N:57][C:58]([O:59][CH:60]([CH3:61])[CH3:62])=[O:63].[c:31]1([P:32]([c:33]2[cH:34][cH:35][cH:36][cH:37][cH:38]2)[c:39]2[cH:40][cH:41][cH:42][cH:43][cH:44]2)[cH:45][cH:46][cH:47][cH:48][cH:49]1.[c:9]1([CH:15]([CH2:16][CH2:17][N:18]2[CH2:19][CH2:20][N:21]([c:24]3[cH:25][cH:26][cH:27][cH:28][cH:29]3)[CH2:22][CH2:23]2)[OH:30])[cH:10][cH:11][cH:12][cH:13][cH:14]1>>[F:1][c:2]1[cH:3][cH:4][c:5]([O:8][CH:15]([c:9]2[cH:10][cH:11][cH:12][cH:13][cH:14]2)[CH2:16][CH2:17][N:18]2[CH2:19][CH2:20][N:21]([c:24]3[cH:25][cH:26][cH:27][cH:28][cH:29]3)[CH2:22][CH2:23]2)[cH:6][cH:7]1.